This data is from the Open Reaction Database (ORD), a public repository of structured organic reaction records. The task is: describe an organic reaction: reactants, conditions, products, and yield The reactants are FC(C1=CC2=C(N(C(C3=C(N=CC=C23)C)=O)C)C=C1OC[C@H](CC(C)C)NC(OC(C)(C)C)=O)F ((S)-tert-butyl (1-((9-(difluoromethyl)-4,6-dimethyl-5-oxo-5,6-dihydrobenzo[c][2,7]naphthyridin-8-yl)oxy)-4-methylpentan-2-yl)carbamate), Cl (HCl), O1CCOCC1 (1,4-dioxane). The solvent is CO (MeOH). Run at time 2 hour. Yields the product N[C@H](COC=1C(=CC2=C(N(C(C3=C(N=CC=C23)C)=O)C)C1)C(F)F)CC(C)C ((S)-8-((2-amino-4-methylpentyl)oxy)-9-(difluoromethyl)-4,6-dimethylbenzo[c][2,7]naphthyridin-5(6H)-one). The yield is 31.0%. Reaction SMILES: [F:1][CH:2]([F:35])[C:3]1[C:19]([O:20][CH2:21][C@@H:22]([NH:27]C(=O)OC(C)(C)C)[CH2:23][CH:24]([CH3:26])[CH3:25])=[CH:18][C:6]2[N:7]([CH3:17])[C:8](=[O:16])[C:9]3[C:14]([C:5]=2[CH:4]=1)=[CH:13][CH:12]=[N:11][C:10]=3[CH3:15].Cl.O1CCOCC1>CO>[NH2:27][C@@H:22]([CH2:23][CH:24]([CH3:26])[CH3:25])[CH2:21][O:20][C:19]1[C:3]([CH:2]([F:1])[F:35])=[CH:4][C:5]2[C:14]3[C:9](=[C:10]([CH3:15])[N:11]=[CH:12][CH:13]=3)[C:8](=[O:16])[N:7]([CH3:17])[C:6]=2[CH:18]=1. Procedure: To a solution of (S)-tert-butyl (1-((9-(difluoromethyl)-4,6-dimethyl-5-oxo-5,6-dihydrobenzo[c][2,7]naphthyridin-8-yl)oxy)-4-methylpentan-2-yl)carbamate (500 mg, 0.480 mmol) in MeOH (10 mL) at 0° C. was added 4N HCl in 1,4-dioxane (20 mL, 80 mmol). The solution was warmed to room temperature and stirred for 2 h. The mixture was then was concentrated under reduced pressure. The residue was taken up in EtOAc and the EtOAc layer was washed with saturated aqueous NaHCO3 then H2O, dried over Na2SO4, f... The reactants are NN1C(C2=CC=CC=C2C(=N1)C1CCC1)=O (2-amino-4-cyclobutylphthalazin-1(2H)-one), ClC1=CC=C(C=C1)CC(=O)O (2-(4-chlorophenyl)acetic acid). Yields the product ClC1=CC=C(C=C1)CC(=O)NN1C(C2=CC=CC=C2C(=N1)C1CCC1)=O (2-(4-chlorophenyl)-N-(4-cyclobutyl-1-oxophthalazin-2(1H)-yl)acetamide). Reaction SMILES: [NH2:1][N:2]1[N:11]=[C:10]([CH:12]2[CH2:15][CH2:14][CH2:13]2)[C:9]2[C:4](=[CH:5][CH:6]=[CH:7][CH:8]=2)[C:3]1=[O:16].[Cl:17][C:18]1[CH:23]=[CH:22][C:21]([CH2:24][C:25](O)=[O:26])=[CH:20][CH:19]=1>>[Cl:17][C:18]1[CH:23]=[CH:22][C:21]([CH2:24][C:25]([NH:1][N:2]2[N:11]=[C:10]([CH:12]3[CH2:15][CH2:14][CH2:13]3)[C:9]3[C:4](=[CH:5][CH:6]=[CH:7][CH:8]=3)[C:3]2=[O:16])=[O:26])=[CH:20][CH:19]=1. Procedure: The product of Example 67A and 2-(4-chlorophenyl)acetic acid were processed using a method similar to that described in Example 17C to afford the title compound. 1H NMR (400 MHz, DMSO-d6) δ ppm 11.57 (s, 1H), 8.31 (d, J=8.3 Hz, 1H), 7.83-8.03 (m, 3H), 7.42 (s, 4H), 4.05 (p, J=8.5 Hz, 1H), 3.70 (s, 2H), 2.21-2.44 (m, 4H), 2.02-2.14 (m, 1H), 1.78-1.87 (m, 1H); MS (ESI) m/z 368 (M+H)+. Starting materials: BrCC(=O)C1=CC=C2CCN(CC2=C1)C (7-bromoacetyl-2-methyl-1,2,3,4-tetrahydroisoquinoline), ClC1=CC=C2C(=C(NC2=C1)C(=O)C=1N=CC=2CCCCC2C1)CC(=O)OC (Methyl [6—chloro-2-[(5,6,7,8-tetrahydroisoquinolin-3yl)carbonyl]-1H-indol-3-yl]acetate). The product is ClC1=CC=C2C(=C(NC2=C1)C(=O)C1=CC=C2CCN(CC2=C1)C)CC(=O)OC (Methyl [6—chloro-2-[(2-methyl-1,2,3,4-tetrahydroisoquinolin-7-yl)carbonyl]-1H-indol-3-yl]acetate). Reaction SMILES: Br[CH2:2][C:3]([C:5]1[CH:14]=[C:13]2[C:8]([CH2:9][CH2:10][N:11]([CH3:15])[CH2:12]2)=[CH:7][CH:6]=1)=[O:4].[Cl:16][C:17]1[CH:25]=[C:24]2[C:20]([C:21]([CH2:38][C:39]([O:41][CH3:42])=[O:40])=C(C(C3N=CC4CCCCC=4C=3)=O)[NH:23]2)=[CH:19][CH:18]=1>>[Cl:16][C:17]1[CH:25]=[C:24]2[C:20]([C:21]([CH2:38][C:39]([O:41][CH3:42])=[O:40])=[C:2]([C:3]([C:5]3[CH:14]=[C:13]4[C:8]([CH2:9][CH2:10][N:11]([CH3:15])[CH2:12]4)=[CH:7][CH:6]=3)=[O:4])[NH:23]2)=[CH:19][CH:18]=1. Reported procedure: The title compound was prepared according to the procedure described in step 2 of Example 1 from 7-bromoacetyl-2-methyl-1,2,3,4-tetrahydroisoquinoline* and methyl trans-4-chloro-2-[(phenylsulfonyl)amino]cinnamate (Example 1, step 1).